Dataset: the Open Reaction Database (ORD), a public repository of structured organic reaction records. Task: describe an organic reaction: reactants, conditions, products, and yield As a reaction SMILES: [Br:23][c:24]1[cH:25][cH:26][c:27]([N:30]=[C:31]=[O:32])[cH:28][cH:29]1.[CH3:1][O:2][c:3]1[cH:4][c:5]2[c:6]([O:15][c:16]3[cH:17][cH:18][c:19]([NH2:22])[cH:20][cH:21]3)[cH:7][cH:8][n:9][c:10]2[cH:11][c:12]1[O:13][CH3:14].[CH3:33][c:34]1[cH:35][cH:36][cH:37][cH:38][cH:39]1>>[CH3:1][O:2][c:3]1[cH:4][c:5]2[c:6]([O:15][c:16]3[cH:17][cH:18][c:19]([NH:22][C:31]([NH:30][c:27]4[cH:26][cH:25][c:24]([Br:23])[cH:29][cH:28]4)=[O:32])[cH:20][cH:21]3)[cH:7][cH:8][n:9][c:10]2[cH:11][c:12]1[O:13][CH3:14]. Product: COc1cc2nccc(Oc3ccc(NC(=O)Nc4ccc(Br)cc4)cc3)c2cc1OC. The reactants are O=C=Nc1ccc(Br)cc1, COc1cc2nccc(Oc3ccc(N)cc3)c2cc1OC, Cc1ccccc1. Starting materials: CN (methylamine), ClC=1NS(C2=C(N1)C=C(C(=C2)S(N)(=O)=O)Cl)(C2=CC=CC=C2)=O (3,6-dichloro-1-phenyl-7-sulfamyl-1,2,4-benzothiadiazine -1-oxide). The solvent is C(OC)COC (glyme), C(OC)COC (glyme). The product is Cl.ClC=1C(=CC2=C(N=C(NS2(C2=CC=CC=C2)=O)NC)C1)S(N)(=O)=O (6-Chloro-3-methylamino-1-phenyl-7-sulfamyl-1,2,4-benzothiadiazine-1-oxide, hydrochloride). Reaction SMILES: [CH3:1][NH2:2].[Cl:3][C:4]1[NH:5][SH:6](=[O:25])([C:19]2[CH:24]=[CH:23][CH:22]=[CH:21][CH:20]=2)[C:7]2[CH:13]=[C:12]([S:14](=[O:17])(=[O:16])[NH2:15])[C:11]([Cl:18])=[CH:10][C:8]=2[N:9]=1>C(COC)OC>[ClH:3].[Cl:18][C:11]1[C:12]([S:14](=[O:17])(=[O:16])[NH2:15])=[CH:13][C:7]2[SH:6](=[O:25])([C:19]3[CH:24]=[CH:23][CH:22]=[CH:21][CH:20]=3)[NH:5][C:4]([NH:2][CH3:1])=[N:9][C:8]=2[CH:10]=1 |f:3.4|. Procedure details: To a stirred mixture of 5.14 g. (0.066 mole) of 40% aqueous methylamine solution and 50 ml. of glyme is added, over a 30 minute period, a solution of 13.5 g. (0.035 mole) of 3,6-dichloro-1-phenyl-7-sulfamyl-1,2,4-benzothiadiazine -1-oxide in 150 ml. of glyme. The reaction mixture is heated under reflux for 10 hours, cooled, concentrated to dryness, and suspended in 100 ml. of 10% hydrochloric acid. Filtration of the solid material yields the product. The reactants are C([O-])(O)=O.[Na+] (sodium bicarbonate), FC(C(N)(C=1NC(=C(C1)C1=CC=C(C=C1)F)C1=CC=C(C=C1)F)C(F)(F)F)(F)F (α,α-bis(trifluoromethyl)-4,5-bis(4-fluorophenyl)-1H-pyrrole-2-methanamine), ClC1=CC(=CC=C1)C(=O)OO (MCPBA), ClC1=CC(=CC=C1)C(=O)OO (m-chloroperbenzoic acid). Solvent: C(Cl)(Cl)Cl (chloroform). Product: FC(C1(N=C(NC1=CC(=O)C1=CC=C(C=C1)F)C1=CC=C(C=C1)F)C(F)(F)F)(F)F (2-[4,4-bis(trifluoromethyl)-2-(4-fluorophenyl)-4,5-dihydro-1H-imidazol-5-ylidene]-1-(4-fluorophenyl)-1-ethanone). Isolated yield 19.6%. Reaction SMILES: [F:1][C:2]([F:29])([F:28])[C:3]([C:24]([F:27])([F:26])[F:25])([C:5]1[NH:6][C:7]([C:17]2[CH:22]=[CH:21][C:20]([F:23])=[CH:19][CH:18]=2)=[C:8]([C:10]2[CH:15]=[CH:14][C:13]([F:16])=[CH:12][CH:11]=2)[CH:9]=1)[NH2:4].ClC1C=CC=C(C(OO)=[O:38])C=1.C(=O)(O)[O-].[Na+]>C(Cl)(Cl)Cl>[F:29][C:2]([F:28])([F:1])[C:3]1([C:24]([F:25])([F:26])[F:27])[C:5](=[CH:9][C:8]([C:10]2[CH:15]=[CH:14][C:13]([F:16])=[CH:12][CH:11]=2)=[O:38])[NH:6][C:7]([C:17]2[CH:22]=[CH:21][C:20]([F:23])=[CH:19][CH:18]=2)=[N:4]1 |f:2.3|. Reported procedure: To a solution of α,α-bis(trifluoromethyl)-4,5-bis(4-fluorophenyl)-1H-pyrrole-2-methanamine (5.0 g, 0.012 mole) in chloroform (100 mL) was added portionwise, m-chloroperbenzoic acid (MCPBA, 4.09 g, 0.024 mole). The reaction mixture was refluxed under nitrogen for one hour. Then additional MCPBA (2.05 g, 0.012 mole) was added and the mixture was refluxed for 1 hour. The solution was cooled to room temperature and poured into saturated sodium bicarbonate (200 ml). The organic layer was washed succe... The reactants are CI, [H-], [Na+], [Na+], O=C(NC1N=C(c2ccccc2)c2ccccc2NC1=O)OCc1ccccc1, CN(C)C=O, O, O=S(=O)([O-])O. Product: CN1C(=O)C(NC(=O)OCc2ccccc2)N=C(c2ccccc2)c2ccccc21. RXN SMILES: [CH3:32][I:33].[H-:31].[Na+:30].[Na+:39].[O:1]=[C:2]1[CH:3]([NH:19][C:20]([O:21][CH2:22][c:23]2[cH:24][cH:25][cH:26][cH:27][cH:28]2)=[O:29])[N:4]=[C:5]([c:13]2[cH:14][cH:15][cH:16][cH:17][cH:18]2)[c:6]2[c:7]([cH:9][cH:10][cH:11][cH:12]2)[NH:8]1.[O:40]=[CH:41][N:42]([CH3:43])[CH3:44].[OH2:45].[S:34]([O-:35])([OH:36])(=[O:37])=[O:38]>>[O:1]=[C:2]1[CH:3]([NH:19][C:20]([O:21][CH2:22][c:23]2[cH:24][cH:25][cH:26][cH:27][cH:28]2)=[O:29])[N:4]=[C:5]([c:13]2[cH:14][cH:15][cH:16][cH:17][cH:18]2)[c:6]2[c:7]([cH:9][cH:10][cH:11][cH:12]2)[N:8]1[CH3:32]. Starting materials: C(C)(C)(C)OC(=O)N1CCC(CC1)C1=CC=2C(=CN=C(C2)Cl)O1 (4-(5-chloro-furo[2,3-c]pyridin-2-yl)-piperidine-1-carboxylic acid tert-butyl ester), CS(=O)(=O)N1CCC(=CC1)B1OC(C(O1)(C)C)(C)C (1-methanesulfonyl-4-(4,4,5,5-tetramethyl-[1,3,2]dioxaborolan-2-yl)-1,2,3,6-tetrahydro-pyridine). The product is C(C)(C)(C)OC(=O)N1CCC(CC1)C1=CC=2C(=CN=C(C2)C=2CCN(CC2)S(=O)(=O)C)O1 (4-[5-(1-Methanesulfonyl-1,2,3,6-tetrahydro-pyridin-4-yl)-furo[2,3-c]pyridin-2-yl]-piperidine-1-carboxylic acid tert-butyl ester). As a reaction SMILES: [C:1]([O:5][C:6]([N:8]1[CH2:13][CH2:12][CH:11]([C:14]2[O:23][C:17]3=[CH:18][N:19]=[C:20](Cl)[CH:21]=[C:16]3[CH:15]=2)[CH2:10][CH2:9]1)=[O:7])([CH3:4])([CH3:3])[CH3:2].[CH3:24][S:25]([N:28]1[CH2:33][CH:32]=[C:31](B2OC(C)(C)C(C)(C)O2)[CH2:30][CH2:29]1)(=[O:27])=[O:26]>>[C:1]([O:5][C:6]([N:8]1[CH2:13][CH2:12][CH:11]([C:14]2[O:23][C:17]3=[CH:18][N:19]=[C:20]([C:31]4[CH2:32][CH2:33][N:28]([S:25]([CH3:24])(=[O:27])=[O:26])[CH2:29][CH:30]=4)[CH:21]=[C:16]3[CH:15]=2)[CH2:10][CH2:9]1)=[O:7])([CH3:4])([CH3:3])[CH3:2]. Procedure: The title compound is prepared from 4-(5-chloro-furo[2,3-c]pyridin-2-yl)-piperidine-1-carboxylic acid tert-butyl ester and 1-methanesulfonyl-4-(4,4,5,5-tetramethyl-[1,3,2]dioxaborolan-2-yl)-1,2,3,6-tetrahydro-pyridine following a procedure analogous to that described for Example 1; the reaction is conducted at 150° C. LC (method 1): tR=1.27 min; Mass spectrum (ESI+): m/z=462 [M+H]+.